This data is from the Open Reaction Database (ORD), a public repository of structured organic reaction records. The task is: describe an organic reaction: reactants, conditions, products, and yield The reactants are Cl[O-].[Na+] (sodium hypochlorite), [OH-].[Na+] (sodium hydroxide), [I-].[Na+] (sodium iodide), OC=1C=C(C(=O)O)C=CC1 (3-hydroxybenzoic acid). Solvent: CO (methanol). Reaction conditions: temperature 0 celsius, time 2 hour. The product is OC=1C=C(C(=O)O)C=CC1I (3-hydroxy-4-iodobenzoic acid). Yield: 31.8%. Reaction SMILES: [OH-].[Na+].[I-:3].[Na+].[OH:5][C:6]1[CH:7]=[C:8]([CH:12]=[CH:13][CH:14]=1)[C:9]([OH:11])=[O:10].Cl[O-].[Na+]>CO>[OH:5][C:6]1[CH:7]=[C:8]([CH:12]=[CH:13][C:14]=1[I:3])[C:9]([OH:11])=[O:10] |f:0.1,2.3,5.6|. Procedure details: 21 g (520 mmol) of sodium hydroxide and then 78.7 g (520 mmol) of sodium iodide are added to a solution of 69 g (500 mmol) of 3-hydroxybenzoic acid in 700 mL of methanol. The reaction mixture is cooled to 0° C. and aqueous sodium hypochlorite solution is then added (520 mmol). The reaction medium is stirred at 0-5° C. for 2 hours and then at room temperature overnight. The methanol is evaporated off and the reaction medium is then acidified with concentrated hydrochloric acid solution. The preci... The reactants are CS(=O)(=O)NC1CCCOC2=C1C=CC=C2 (5-methylsulfonylamino-2,3,4,5-tetrahydro-1-benzoxepine), [H-].[Na+] (sodium hydride), ICCCC (iodobutane). The solvent is CN(C)C=O (DMF). Yields the product C(CCC)N(S(=O)(=O)C)C1CCCOC2=C1C=CC=C2 (5-(N-butyl-N-methylsulfonylamino)-2,3,4,5-tetrahydro-1-benzoxepine). As a reaction SMILES: [CH3:1][S:2]([NH:5][CH:6]1[C:12]2[CH:13]=[CH:14][CH:15]=[CH:16][C:11]=2[O:10][CH2:9][CH2:8][CH2:7]1)(=[O:4])=[O:3].[H-].[Na+].I[CH2:20][CH2:21][CH2:22][CH3:23]>CN(C=O)C>[CH2:20]([N:5]([CH:6]1[C:12]2[CH:13]=[CH:14][CH:15]=[CH:16][C:11]=2[O:10][CH2:9][CH2:8][CH2:7]1)[S:2]([CH3:1])(=[O:3])=[O:4])[CH2:21][CH2:22][CH3:23] |f:1.2|. Reported procedure: 1.0 g of 5-methylsulfonylamino-2,3,4,5-tetrahydro-1-benzoxepine (Example 8a) were reacted with sodium hydride and iodobutane in DMF analogously to Example 11. After recrystallization of the crude product (1.0 g) from isopropanol, 0.4 g of 5-(N-butyl-N-methylsulfonylamino)-2,3,4,5-tetrahydro-1-benzoxepine was obtained, m.p. 78-79° C.